This data is from the Open Reaction Database (ORD), a public repository of structured organic reaction records. The task is: describe an organic reaction: reactants, conditions, products, and yield Product: COC(=O)c1ccc(COc2cc(C(=O)NC(CCC(=O)O)C(=O)N3CCN(c4cccc(C(F)(F)F)c4)CC3)nn2-c2ccccc2)o1. Starting materials: COC(=O)c1ccc(COc2cc(C(=O)NC(CCC(=O)OC(C)(C)C)C(=O)N3CCN(c4cccc(C(F)(F)F)c4)CC3)nn2-c2ccccc2)o1, ClCCl, O=C(O)C(F)(F)F. Reaction SMILES: [CH3:1][O:2][C:3](=[O:4])[c:5]1[o:6][c:7]([CH2:10][O:11][c:12]2[n:13](-[c:48]3[cH:49][cH:50][cH:51][cH:52][cH:53]3)[n:14][c:15]([C:17]([NH:18][CH:19]([CH2:20][CH2:21][C:22](=[O:23])[O:24][C:25]([CH3:26])([CH3:27])[CH3:28])[C:29](=[O:30])[N:31]3[CH2:32][CH2:33][N:34]([c:37]4[cH:38][c:39]([C:43]([F:44])([F:45])[F:46])[cH:40][cH:41][cH:42]4)[CH2:35][CH2:36]3)=[O:47])[cH:16]2)[cH:8][cH:9]1.[Cl:54][CH2:55][Cl:56].[F:57][C:58]([F:59])([F:60])[C:61]([OH:62])=[O:63]>>[CH3:1][O:2][C:3](=[O:4])[c:5]1[o:6][c:7]([CH2:10][O:11][c:12]2[n:13](-[c:48]3[cH:49][cH:50][cH:51][cH:52][cH:53]3)[n:14][c:15]([C:17]([NH:18][CH:19]([CH2:20][CH2:21][C:22](=[O:23])[OH:24])[C:29](=[O:30])[N:31]3[CH2:32][CH2:33][N:34]([c:37]4[cH:38][c:39]([C:43]([F:44])([F:45])[F:46])[cH:40][cH:41][cH:42]4)[CH2:35][CH2:36]3)=[O:47])[cH:16]2)[cH:8][cH:9]1. Reactants: CNCCCN1C=2C=CC=CC2CCC3=C1C=CC=C3.Cl (Desipramine hydrochloride), C([O-])([O-])=O.[K+].[K+] (potassium carbonate), CC(Cl)(Cl)Cl (Methyl chloroform). Solvent: CN(C)C=O (DMF), CN(C)C=O (DMF). Reaction conditions: time 6 hour. Yields the product COC(N(C)CCCN1C2=C(CCC3=C1C=CC=C3)C=CC=C2)=O ([3-(10,11-Dihydro-dibenzo[b,f]azepin-5-yl)-propyl]-methyl-carbamic acid methyl ester). Reaction SMILES: [CH3:1][NH:2][CH2:3][CH2:4][CH2:5][N:6]1[C:16]2[CH:17]=[CH:18][CH:19]=[CH:20][C:15]=2[CH2:14][CH2:13][C:12]2[CH:11]=[CH:10][CH:9]=[CH:8][C:7]1=2.Cl.[C:22](=[O:25])([O-])[O-:23].[K+].[K+].[CH3:28]C(Cl)(Cl)Cl>CN(C=O)C>[CH3:28][O:23][C:22](=[O:25])[N:2]([CH2:3][CH2:4][CH2:5][N:6]1[C:7]2[CH:8]=[CH:9][CH:10]=[CH:11][C:12]=2[CH2:13][CH2:14][C:15]2[CH:20]=[CH:19][CH:18]=[CH:17][C:16]1=2)[CH3:1] |f:0.1,2.3.4|. Procedure details: Desipramine hydrochloride (1 equivalent, 0.3 gram) was added drop wise to a stirred solution of potassium carbonate (2 equivalents, 0.27 gram) in dry DMF at 0° C. Methyl chloroform (1.2 equivalents, 0.1 ml) which had been dissolved in dry DMF was added drop wise to this mixture and stirred for 6 hours at room temperature. The reaction mixture was quenched with water, extracted with ethyl acetate, the organic layer separated, washed with brine solution and dried over anhydrous sodium sulfate. The... Starting materials: CC(CC1(C=CCC=C1)C1=CC=CC=C1)NCC (α-methyl-N-ethyl-1-phenyl-2,5-cyclohexadien-1-ethylamine), C(C)(=O)OC(C)=O (acetic acid anhydride), C([O-])(O)=O.[K+] (potassium bicarbonate). The solvent is N1=CC=CC=C1 (pyridine). Conditions: time 8 hour. Yields the product C(C)N(C(C)=O)C(CC1(C=CCC=C1)C1=CC=CC=C1)C (N-ethyl-N-[1-methyl-2-(1-phenyl-2,5-cyclohexadien-1-yl)ethyl]-acetamide). As a reaction SMILES: [CH3:1][CH:2]([NH:16][CH2:17][CH3:18])[CH2:3][C:4]1([C:10]2[CH:15]=[CH:14][CH:13]=[CH:12][CH:11]=2)[CH:9]=[CH:8][CH2:7][CH:6]=[CH:5]1.[C:19](OC(=O)C)(=[O:21])[CH3:20].C(=O)(O)[O-].[K+]>N1C=CC=CC=1>[CH2:17]([N:16]([CH:2]([CH3:1])[CH2:3][C:4]1([C:10]2[CH:11]=[CH:12][CH:13]=[CH:14][CH:15]=2)[CH:5]=[CH:6][CH2:7][CH:8]=[CH:9]1)[C:19](=[O:21])[CH3:20])[CH3:18] |f:2.3|. Procedure details: 1.5 g. of α-methyl-N-ethyl-1-phenyl-2,5-cyclohexadien-1-ethylamine are dissolved in a mixture of 10 ml. of acetic acid anhydride and 8 ml. of pyridine and left to stand at room temperature overnight. Then, the mixture is stirred for 2 hours with 2 N aqueous potassium bicarbonate solution and subsequently extracted with ether. The ether phase is washed with dilute aqueous hydrochloride acid and then with water, dried with sodium sulfate, filtered and concentrated to dryness. The crude product obt...